describe an organic reaction: reactants, conditions, products, and yield From a dataset of the Open Reaction Database (ORD), a public repository of structured organic reaction records. The reactants are NC1=C2C(N(C(C2=CC=C1OC)=O)[C@H](CS(=O)(=O)C)C1=CC(=C(C=C1)OC)OCC)=O ((S)-4-amino-2-[1-(3-ethoxy-4-methoxy-phenyl)-2-methanesulfonyl-ethyl]-5-methoxy-isoindole-1,3-dione), I[Si](C)(C)C (iodotrimethylsilane). Run in [Cl-].[Na+].O (brine), C(Cl)Cl (CH2Cl2). Run at time 24 hour. Product: NC1=C2C(N(C(C2=CC=C1O)=O)[C@H](CS(=O)(=O)C)C1=CC(=C(C=C1)OC)OCC)=O ((S)-4-amino-2-[1-(3-ethoxy-4-methoxy-phenyl)-2-methanesulfonyl-ethyl]-5-hydroxy-isoindole-1,3-dione). Reaction SMILES: [NH2:1][C:2]1[C:10]([O:11]C)=[CH:9][CH:8]=[C:7]2[C:3]=1[C:4](=[O:31])[N:5]([C@@H:14]([C:20]1[CH:25]=[CH:24][C:23]([O:26][CH3:27])=[C:22]([O:28][CH2:29][CH3:30])[CH:21]=1)[CH2:15][S:16]([CH3:19])(=[O:18])=[O:17])[C:6]2=[O:13].I[Si](C)(C)C>C(Cl)Cl.[Cl-].[Na+].O>[NH2:1][C:2]1[C:10]([OH:11])=[CH:9][CH:8]=[C:7]2[C:3]=1[C:4](=[O:31])[N:5]([C@@H:14]([C:20]1[CH:25]=[CH:24][C:23]([O:26][CH3:27])=[C:22]([O:28][CH2:29][CH3:30])[CH:21]=1)[CH2:15][S:16]([CH3:19])(=[O:17])=[O:18])[C:6]2=[O:13] |f:3.4.5|. Procedure details: 3-Amino-4-methoxy-phthalic anhydride is prepared according to a procedure based on Rudolf Grewe (Berichte der Deutschen Chemischen Gesellschaft [Abteilung] B: Abhandlungen (1938), 71B 907-11). A stirred mixture of 3-amino-4-methoxy-phthalic anhydride (1 mmol) and (S)-1-(3-ethoxy-4-methoxy-phenyl)-2-methanesulfonyl-ethylamine (1 mmol) in acetic acid is heated to reflux overnight. The solvent is removed in vacuo. The residue is extracted with water and ethyl acetate. The organic layer is dried ove... The reactants are CCC(C)=O, O=C(CCCCl)c1ccc(F)cc1, [I-], [Na+]. Yields the product O=C(CCCI)c1ccc(F)cc1. As a reaction SMILES: [CH2:16]([C:17]([CH3:18])=[O:19])[CH3:20].[Cl:1][CH2:2][CH2:3][CH2:4][C:5](=[O:6])[c:7]1[cH:8][cH:9][c:10]([F:13])[cH:11][cH:12]1.[I-:15].[Na+:14]>>[CH2:2]([CH2:3][CH2:4][C:5](=[O:6])[c:7]1[cH:8][cH:9][c:10]([F:13])[cH:11][cH:12]1)[I:15]. The reactants are C(C1=CC=CC=C1)N1CCN(CC1)C1=NC=C(C(=N1)NCC)C(=O)OCC (ethyl 2-(4-benzylpiperazino)-4-ethylaminopyrimidine-5-carboxylate), aqueous solution, [OH-].[K+] (potassium hydroxide), O (water). The solvent is C(C)O (ethanol), C(C)O (ethanol). The product is C(C1=CC=CC=C1)N1CCN(CC1)C1=NC=C(C(=N1)NCC)C(=O)O (2-(4-Benzylpiperazino)-4-ethylaminopyrimidine-5-carboxylic acid). Yield: 81.1%. RXN SMILES: [CH2:1]([N:8]1[CH2:13][CH2:12][N:11]([C:14]2[N:19]=[C:18]([NH:20][CH2:21][CH3:22])[C:17]([C:23]([O:25]CC)=[O:24])=[CH:16][N:15]=2)[CH2:10][CH2:9]1)[C:2]1[CH:7]=[CH:6][CH:5]=[CH:4][CH:3]=1.[OH-].[K+].O>C(O)C>[CH2:1]([N:8]1[CH2:9][CH2:10][N:11]([C:14]2[N:19]=[C:18]([NH:20][CH2:21][CH3:22])[C:17]([C:23]([OH:25])=[O:24])=[CH:16][N:15]=2)[CH2:12][CH2:13]1)[C:2]1[CH:3]=[CH:4][CH:5]=[CH:6][CH:7]=1 |f:1.2|. Reported procedure: After refluxing for 1 hour a mixture of 106.4 g (0.29 mol) of ethyl 2-(4-benzylpiperazino)-4-ethylaminopyrimidine-5-carboxylate (the compound synthesized in Referential Example 64), 38.0 g (0.58 mol) of a 85% aqueous solution of potassium hydroxide, 100 ml of water and 400 ml of ethanol, ethanol was distilled off under reduced pressure. The residue was added with water and then neutralized with hydrochloric acid. The precipitated crystals were collected by filtration and were then dried to obtai... Reactants: N#Cc1ccc(CBr)cc1, CCOC(=O)C(NC(C)=O)C(=O)OCC, CC(C)(C)[O-], CN(C)C=O, [K+], O. The product is CCOC(=O)C(Cc1ccc(C#N)cc1)(NC(C)=O)C(=O)OCC. As a reaction SMILES: [C:22](#[N:23])[c:24]1[cH:25][cH:26][c:27]([CH2:28][Br:29])[cH:30][cH:31]1.[C:7]([CH3:8])(=[O:9])[NH:10][CH:11]([C:12](=[O:13])[O:14][CH2:15][CH3:16])[C:17](=[O:18])[O:19][CH2:20][CH3:21].[CH3:1][C:2]([CH3:3])([O-:4])[CH3:5].[CH3:33][N:34]([CH3:35])[CH:36]=[O:37].[K+:6].[OH2:32]>>[C:7]([CH3:8])(=[O:9])[NH:10][C:11]([C:12](=[O:13])[O:14][CH2:15][CH3:16])([C:17](=[O:18])[O:19][CH2:20][CH3:21])[CH2:28][c:27]1[cH:26][cH:25][c:24]([C:22]#[N:23])[cH:31][cH:30]1. The reactants are CC1(C)CNc2ncc(Br)cc2OC1, CCC#N, C=CC(=O)N(C)Cc1oc2ccccc2c1C, CC(=O)[O-], CC(=O)[O-], CN(C)C=O, O, [Pd+2]. Yields the product Cc1c(CN(C)C(=O)C=Cc2cnc3c(c2)OCC(C)(C)CN3)oc2ccccc12. Reaction SMILES: [Br:1][c:2]1[cH:3][c:4]2[c:5]([n:13][cH:14]1)[NH:6][CH2:7][C:8]([CH3:11])([CH3:12])[CH2:9][O:10]2.[C:32](#[N:33])[CH2:34][CH3:35].[CH3:15][N:16]([C:17]([CH:18]=[CH2:19])=[O:20])[CH2:21][c:22]1[o:23][c:24]2[c:25]([c:26]1[CH3:27])[cH:28][cH:29][cH:30][cH:31]2.[O-:43][C:44]([CH3:45])=[O:46].[O-:47][C:48]([CH3:49])=[O:50].[O:36]=[CH:37][N:38]([CH3:39])[CH3:40].[OH2:41].[Pd+2:42]>>[c:2]1([CH:19]=[CH:18][C:17]([N:16]([CH3:15])[CH2:21][c:22]2[o:23][c:24]3[c:25]([c:26]2[CH3:27])[cH:28][cH:29][cH:30][cH:31]3)=[O:20])[cH:3][c:4]2[c:5]([n:13][cH:14]1)[NH:6][CH2:7][C:8]([CH3:11])([CH3:12])[CH2:9][O:10]2. Starting materials: C(C=C)NC(NN)=S (4-(2-propenyl)-3-thiosemicarbazide), ClCC(C(C)(C)C)=O (1-chloro-3,3-dimethyl-2-butanone). Product: Cl.C(C)(C)(C)C=1N(C(SC1)=NN)CC=C (4-tert-Butyl 3-(2-propenyl)-2(3H)-thiazolone hydrazone hydrochloride). As a reaction SMILES: [CH2:1]([NH:4][C:5](=[S:8])[NH:6][NH2:7])[CH:2]=[CH2:3].[Cl:9][CH2:10][C:11](=O)[C:12]([CH3:15])([CH3:14])[CH3:13]>>[ClH:9].[C:12]([C:11]1[N:4]([CH2:1][CH:2]=[CH2:3])[C:5](=[N:6][NH2:7])[S:8][CH:10]=1)([CH3:15])([CH3:14])[CH3:13] |f:2.3|. Procedure: From 4-(2-propenyl)-3-thiosemicarbazide and 1-chloro-3,3-dimethyl-2-butanone. The reactants are NC1=NC=CC=C1OCC1=C(C=CC=C1F)Cl (2-amino-3-(2-chloro-6-fluorobenzyloxy)pyridine), [N+](=O)([O-])C1=CC=C(C=C1)N=C=S (4nitrophenyl isothiocyanate), C1(=CC=CC=C1)C (toluene). Yields the product ClC1=C(COC=2C(=NC=CC2)NC(=S)NC2=CC=C(C=C2)[N+](=O)[O-])C(=CC=C1)F (N-[3-(2-Chloro-6 fluorobenzyloxy)pyrid-2-yl]-N'-(4-nitrophenyl)thiourea). Run in CCOCC (ether). Procedure details: A mixture of 2-amino-3-(2-chloro-6-fluorobenzyloxy)pyridine (7.01g, 0.028 mol), 4nitrophenyl isothiocyanate (5.31g, 0.03 mol) and toluene (50 ml) was heated under reflux for 2 hours, then cooled and treated with ether to induce crystallisation of the product. Yield 11.07 g (86%), m.p. 214° 215 ° C. As a reaction SMILES: [NH2:1][C:2]1[C:7]([O:8][CH2:9][C:10]2[C:15]([F:16])=[CH:14][CH:13]=[CH:12][C:11]=2[Cl:17])=[CH:6][CH:5]=[CH:4][N:3]=1.[N+:18]([C:21]1[CH:26]=[CH:25][C:24]([N:27]=[C:28]=[S:29])=[CH:23][CH:22]=1)([O-:20])=[O:19].C1(C)C=CC=CC=1>CCOCC>[Cl:17][C:11]1[CH:12]=[CH:13][CH:14]=[C:15]([F:16])[C:10]=1[CH2:9][O:8][C:7]1[C:2]([NH:1][C:28]([NH:27][C:24]2[CH:23]=[CH:22][C:21]([N+:18]([O-:20])=[O:19])=[CH:26][CH:25]=2)=[S:29])=[N:3][CH:4]=[CH:5][CH:6]=1. The reactants are C(C(=O)C1=CC=CC=C1)O (phenacyl alcohol), C(CCC)NC#N (butylcyanamide). The product is C(CCC)NC=1OC=C(N1)C1=CC=CC=C1 (2-(N-Butylamino)-4-phenyloxazole). As a reaction SMILES: [CH2:1]([OH:10])[C:2]([C:4]1[CH:9]=[CH:8][CH:7]=[CH:6][CH:5]=1)=O.[CH2:11]([NH:15][C:16]#[N:17])[CH2:12][CH2:13][CH3:14]>>[CH2:11]([NH:15][C:16]1[O:10][CH:1]=[C:2]([C:4]2[CH:9]=[CH:8][CH:7]=[CH:6][CH:5]=2)[N:17]=1)[CH2:12][CH2:13][CH3:14]. Procedure: The procedure as described in Example 1 was followed using phenacyl alcohol and butylcyanamide. A colourless oil was obtained after distillation of the product.